From a dataset of the Open Reaction Database (ORD), a public repository of structured organic reaction records. describe an organic reaction: reactants, conditions, products, and yield Starting materials: O=C([O-])O, CON=C(C(=O)NC1C(=O)N2C(C(=O)OC(c3ccccc3)c3ccccc3)=C(CC(C)=O)CSC12)c1csc(NC(c2ccccc2)(c2ccccc2)c2ccccc2)n1, ClCCl, O=C(OO)c1cccc(Cl)c1, [Na+]. Reaction SMILES: [C:73](=[O:74])([OH:75])[O-:76].[CH2:12]([C:13](=[O:14])[CH3:15])[C:16]1=[C:17]([C:57](=[O:58])[O:59][CH:60]([c:61]2[cH:62][cH:63][cH:64][cH:65][cH:66]2)[c:67]2[cH:68][cH:69][cH:70][cH:71][cH:72]2)[N:18]2[C:19](=[O:56])[CH:20]([NH:24][C:25]([C:26]([c:27]3[n:28][c:29]([NH:32][C:33]([c:34]4[cH:35][cH:36][cH:37][cH:38][cH:39]4)([c:40]4[cH:41][cH:42][cH:43][cH:44][cH:45]4)[c:46]4[cH:47][cH:48][cH:49][cH:50][cH:51]4)[s:30][cH:31]3)=[N:52][O:53][CH3:54])=[O:55])[CH:21]2[S:22][CH2:23]1.[CH2:78]([Cl:79])[Cl:80].[Cl:1][c:2]1[cH:3][cH:4][cH:5][c:6]([C:7]([O:8][OH:10])=[O:9])[cH:11]1.[Na+:77]>>[O:9]=[S:22]1[CH:21]2[N:18]([C:17]([C:57](=[O:58])[O:59][CH:60]([c:61]3[cH:62][cH:63][cH:64][cH:65][cH:66]3)[c:67]3[cH:68][cH:69][cH:70][cH:71][cH:72]3)=[C:16]([CH2:12][C:13](=[O:14])[CH3:15])[CH2:23]1)[C:19](=[O:56])[CH:20]2[NH:24][C:25]([C:26]([c:27]1[n:28][c:29]([NH:32][C:33]([c:34]2[cH:35][cH:36][cH:37][cH:38][cH:39]2)([c:40]2[cH:41][cH:42][cH:43][cH:44][cH:45]2)[c:46]2[cH:47][cH:48][cH:49][cH:50][cH:51]2)[s:30][cH:31]1)=[N:52][O:53][CH3:54])=[O:55]. Yields the product CON=C(C(=O)NC1C(=O)N2C(C(=O)OC(c3ccccc3)c3ccccc3)=C(CC(C)=O)CS(=O)C12)c1csc(NC(c2ccccc2)(c2ccccc2)c2ccccc2)n1. Starting materials: C(=O)(O)[O-].[Na+] (NaHCO3), BrC1=C2C=NNC2=CC(=C1)C(F)(F)F (4-bromo-6-(trifluoromethyl)-1H-indazole), CC1(OB(OC1(C)C)C1=CC(=NC=C1)C(=O)OC)C (methyl 4-(4,4,5,5-tetramethyl-1,3,2-dioxaborolan-2-yl)picolinate). Reagents/catalysts: C1=CC=C(C=C1)P([C-]2C=CC=C2)C3=CC=CC=C3.C1=CC=C(C=C1)P([C-]2C=CC=C2)C3=CC=CC=C3.Cl[Pd]Cl.[Fe+2] (PdCl2(dppf)). Solvent: O1CCOCC1 (dioxane). Conditions: temperature 140 celsius. Product: C(=O)(C(F)(F)F)O (TFA), FC(C1=CC(=C2C=NNC2=C1)C1=CC(=NC=C1)C(=O)O)(F)F (4-(6-(trifluoromethyl)-1H-indazol-4-yl)picolinic acid). Reaction SMILES: Br[C:2]1[CH:10]=[C:9]([C:11]([F:14])([F:13])[F:12])[CH:8]=[C:7]2[C:3]=1[CH:4]=[N:5][NH:6]2.CC1(C)C(C)(C)OB([C:23]2[CH:28]=[CH:27][N:26]=[C:25]([C:29]([O:31]C)=[O:30])[CH:24]=2)O1.[C:34]([O-:37])(O)=[O:35].[Na+]>O1CCOCC1.C1C=CC(P(C2C=CC=CC=2)[C-]2C=CC=C2)=CC=1.C1C=CC(P(C2C=CC=CC=2)[C-]2C=CC=C2)=CC=1.Cl[Pd]Cl.[Fe+2]>[C:34]([OH:37])([C:11]([F:14])([F:13])[F:12])=[O:35].[F:12][C:11]([F:14])([F:13])[C:9]1[CH:8]=[C:7]2[C:3]([CH:4]=[N:5][NH:6]2)=[C:2]([C:23]2[CH:28]=[CH:27][N:26]=[C:25]([C:29]([OH:31])=[O:30])[CH:24]=2)[CH:10]=1 |f:2.3,5.6.7.8|. Procedure details: A mixture of 4-bromo-6-(trifluoromethyl)-1H-indazole (0.302 g, 1.140 mmol), methyl 4-(4,4,5,5-tetramethyl-1,3,2-dioxaborolan-2-yl)picolinate (0.3 g, 1.140 mmol), and PdCl2(dppf) (0.042 g, 0.057 mmol) in dioxane (10 mL) was combined with aqueous saturated NaHCO3 (3 mL) to give a light brown suspension. The reaction mixture was heated in a microwave reactor at 140° C. for 45 minutes and was then cooled, filtered, concentrated in vacuo, and purified by preparative HPLC (Waters SunFire C18, 5 μm, 30... Reactants: N#CCc1cccc(Br)c1, CS(C)=O, CCOC(C)=O, [H-], CC(CI)OCCI, [Na+], O. The product is CC1CC(C#N)(c2cccc(Br)c2)CCO1. Reaction SMILES: [Br:1][c:2]1[cH:3][c:4]([CH2:8][C:9]#[N:10])[cH:5][cH:6][cH:7]1.[CH3:21][S:22](=[O:23])[CH3:24].[CH3:26][CH2:27][O:28][C:29](=[O:30])[CH3:31].[H-:19].[I:11][CH2:12][CH:13]([CH3:14])[O:15][CH2:16][CH2:17][I:18].[Na+:20].[OH2:25]>>[Br:1][c:2]1[cH:3][c:4]([C:8]2([C:9]#[N:10])[CH2:12][CH:13]([CH3:14])[O:15][CH2:16][CH2:17]2)[cH:5][cH:6][cH:7]1. The product is c1ccc(OCCCSc2nnnn2-c2ccccc2)cc1. Reactants: O=C([O-])[O-], CC(C)=O, CCOC(C)=O, [K+], [K+], BrCCCOc1ccccc1, O, Sc1nnnn1-c1ccccc1. RXN SMILES: [C:24](=[O:25])([O-:26])[O-:27].[CH3:31][C:32](=[O:33])[CH3:34].[CH3:35][CH2:36][O:37][C:38](=[O:39])[CH3:40].[K+:28].[K+:29].[O:1]([c:2]1[cH:3][cH:4][cH:5][cH:6][cH:7]1)[CH2:8][CH2:9][CH2:10][Br:11].[OH2:30].[c:12]1(-[n:18]2[n:19][n:20][n:21][c:22]2[SH:23])[cH:13][cH:14][cH:15][cH:16][cH:17]1>>[O:1]([c:2]1[cH:3][cH:4][cH:5][cH:6][cH:7]1)[CH2:8][CH2:9][CH2:10][S:23][c:22]1[n:18](-[c:12]2[cH:13][cH:14][cH:15][cH:16][cH:17]2)[n:19][n:20][n:21]1. Reactants: N1=CC=C(C=C1)CN (4-picolylamine), ON1N=NC2=C1C=CC=C2 (1-hydroxybenzotriazole), C1(CCCCC1)N=C=NC1CCCCC1 (N,N'-dicyclohexylcarbodiimide), C(C1=CC=CC=C1)OC(=O)N1C(O[C@H]([C@@H]1CC(C)C)C=C(C(=O)O)CCOC1OCCCC1)(C)C (3-[(4S,5S)-3-benzyloxycarbonyl-4-isobutyl-2,2-dimethyloxazolidin-5-yl]-2-[2-(2-tetrahydropyranyloxy)ethyl]-2-propenoic acid). Run in ClCCl (dichloromethane). Reaction conditions: temperature 0 celsius. Product: N1=CC=C(C=C1)CNC(C(=C[C@H]1[C@@H](N(C(O1)(C)C)C(=O)OCC1=CC=CC=C1)CC(C)C)CCOC1OCCCC1)=O (3-[(4S,5S)-3-benzyloxycarbonyl-4-isobutyl-2,2-dimethyloxazolidin-5-yl]-2-[2-(2-tetrahydropyranyloxy)ethyl]-2-propenoic acid 4-picolylamide). As a reaction SMILES: [CH2:1]([O:8][C:9]([N:11]1[C@@H:15]([CH2:16][CH:17]([CH3:19])[CH3:18])[C@H:14]([CH:20]=[C:21]([CH2:25][CH2:26][O:27][CH:28]2[CH2:33][CH2:32][CH2:31][CH2:30][O:29]2)[C:22](O)=[O:23])[O:13][C:12]1([CH3:35])[CH3:34])=[O:10])[C:2]1[CH:7]=[CH:6][CH:5]=[CH:4][CH:3]=1.[N:36]1[CH:41]=[CH:40][C:39]([CH2:42][NH2:43])=[CH:38][CH:37]=1.ON1C2C=CC=CC=2N=N1.C1(N=C=NC2CCCCC2)CCCCC1>ClCCl>[N:36]1[CH:41]=[CH:40][C:39]([CH2:42][NH:43][C:22](=[O:23])[C:21]([CH2:25][CH2:26][O:27][CH:28]2[CH2:33][CH2:32][CH2:31][CH2:30][O:29]2)=[CH:20][C@@H:14]2[O:13][C:12]([CH3:35])([CH3:34])[N:11]([C:9]([O:8][CH2:1][C:2]3[CH:7]=[CH:6][CH:5]=[CH:4][CH:3]=3)=[O:10])[C@H:15]2[CH2:16][CH:17]([CH3:18])[CH3:19])=[CH:38][CH:37]=1. Procedure details: 98 mg of 3-[(4S,5S)-3-benzyloxycarbonyl-4-isobutyl-2,2-dimethyloxazolidin-5-yl]-2-[2-(2-tetrahydropyranyloxy)ethyl]-2-propenoic acid was dissolved in 0.4 ml of dry dichloromethane, and 21 μl of 4-picolylamine, 30 mg of 1-hydroxybenzotriazole and 45 mg of N,N'-dicyclohexylcarbodiimide were added thereto at 0° C. under stirring. The mixture was stirred at 0° C. for 2 hours and then at room temperature overnight. Insolubles were filtered off, and 20 ml of ethyl acetate was added. The mixture was wa... Reactants: C(#N)CCN1N=C(C(=C1O)CC1=CC=C(C(=O)O)C=C1)C(C)C (4-[1-(2-Cyanoethyl)-5-hydroxy-3-isopropyl-1H-pyrazol-4-ylmethyl]-benzoic acid), Cl.N[C@@H](C)C(=O)N (alaninamide hydrochloride), C(C)(C)N(C(C)C)CC (N,N-diisopropylethylamine), ON1N=NC2=C1C=CC=C2 (1-hydroxybenzotriazole), Cl.C(C)N=C=NCCCN(C)C (1-ethyl-3-(3-dimethylaminopropyl)carbodiimide hydrochloride). The solvent is ClCCl (dichloromethane). Reaction conditions: time 12 hour. Product: C(N)(=O)CCNC(C1=CC=C(C=C1)CC=1C(=NN(C1O)CCC#N)C(C)C)=O (N-(2-Carbamoylethyl)-4-[1-(2-cyano-ethyl)-5-hydroxy-3-isopropyl-1H-pyrazol-4-ylmethyl]benzamide). Reaction SMILES: [C:1]([CH2:3][CH2:4][N:5]1[C:9]([OH:10])=[C:8]([CH2:11][C:12]2[CH:20]=[CH:19][C:15]([C:16]([OH:18])=O)=[CH:14][CH:13]=2)[C:7]([CH:21]([CH3:23])[CH3:22])=[N:6]1)#[N:2].Cl.N[C@H:26]([C:28]([NH2:30])=[O:29])[CH3:27].C([N:34](CC)C(C)C)(C)C.ON1C2C=CC=CC=2N=N1.Cl.C(N=C=NCCCN(C)C)C>ClCCl>[C:28]([CH2:26][CH2:27][NH:34][C:16](=[O:18])[C:15]1[CH:14]=[CH:13][C:12]([CH2:11][C:8]2[C:7]([CH:21]([CH3:23])[CH3:22])=[N:6][N:5]([CH2:4][CH2:3][C:1]#[N:2])[C:9]=2[OH:10])=[CH:20][CH:19]=1)(=[O:29])[NH2:30] |f:1.2,5.6|. Procedure details: 500 mg of compound 46 and 145 mg of □-alaninamide hydrochloride are introduced into 10 ml of dichloromethane, and 0.8 ml of N,N-diisopropylethylamine, 215 mg of 1-hydroxybenzotriazole and 306 mg of 1-ethyl-3-(3-dimethylaminopropyl)carbodiimide hydrochloride are added. The solution is stirred for 12 h. The solution is concentrated and the crude product is purified by chromatography on silica gel (dichloromethane/methanol/glacial acetic acid 100:0:5→100:10:5). 440 mg of the desired compound 47 are...